From a dataset of the Open Reaction Database (ORD), a public repository of structured organic reaction records. describe an organic reaction: reactants, conditions, products, and yield Reactants: O1C(COCC1)CN(S(=O)(=O)NC(OC(C)(C)C)=O)C (tert-butyl {[(1,4-dioxan-2-ylmethyl)(methyl)amino]sulfonyl}carbamate), FC(C(=O)O)(F)F (trifluoroacetic acid). The solvent is ClCCl (dichloromethane). Conditions: time 2 hour. The product is FC(C(=O)[O-])(F)F.O1[C@@H](COCC1)CN(S(=O)(=O)[NH3+])C ({[((2R)1,4-dioxan-2-ylmethyl)(methyl)amino]sulfonyl}ammonium trifluoroacetate). As a reaction SMILES: [O:1]1[CH2:6][CH2:5][O:4][CH2:3][CH:2]1[CH2:7][N:8]([CH3:20])[S:9]([NH:12]C(=O)OC(C)(C)C)(=[O:11])=[O:10].[F:21][C:22]([F:27])([F:26])[C:23]([OH:25])=[O:24]>ClCCl>[F:21][C:22]([F:27])([F:26])[C:23]([O-:25])=[O:24].[O:1]1[CH2:6][CH2:5][O:4][CH2:3][C@H:2]1[CH2:7][N:8]([CH3:20])[S:9]([NH3+:12])(=[O:11])=[O:10] |f:3.4|. Procedure details: tert-butyl {[(1,4-dioxan-2-ylmethyl)(methyl)amino]sulfonyl}carbamate (1.25 g, 4.03 mmol) was dissolved in 10 mL dichloromethane and 20 mL trifluoroacetic acid and stirred at ambient temperature. After 2 hours, the solution was concentrated and azeotroped twice with heptane to afford the title compound. LRMS (APCI) calc'd for (C6H15N2O4S) [M+H]+, 211.1; found, 211.1. Starting materials: N1C(=O)NC(=O)C1 (Hydantoin), [OH-].[K+] (KOH), BrC=1C=C(CBr)C=CC1 (3-Bromobenzyl bromide). The solvent is CCOC(=O)C (EtOAc), CCO (EtOH). Conditions: time 30 minute. The product is BrC=1C=C(CN2C(NCC2=O)=O)C=CC1 (3-(3-Bromo-benzyl)-imidazolidine-2,4-dione). The yield is 63.4%. Reaction SMILES: [NH:1]1[CH2:7][C:5](=[O:6])[NH:4][C:2]1=[O:3].[OH-].[K+].[Br:10][C:11]1[CH:12]=[C:13]([CH:16]=[CH:17][CH:18]=1)[CH2:14]Br>CCO.CCOC(C)=O>[Br:10][C:11]1[CH:12]=[C:13]([CH:16]=[CH:17][CH:18]=1)[CH2:14][N:4]1[C:5](=[O:6])[CH2:7][NH:1][C:2]1=[O:3] |f:1.2|. Procedure details: Hydantoin (300 mg, 3.0 mmol) was added to a solution of KOH (202 mg, 3.6 mmol) in 90% EtOH at r.t., and the reaction stirred for 30 min. 3-Bromobenzyl bromide (750 mg, 3.0 mmol) was added, and the reaction was heated at reflux for 18 h. The solution was diluted with EtOAc, washed with H2O and brine, dried (MgSO4) and concentrated in vacuo. Precipitation from 50% EtOAc/hexanes followed by collection by filtration gave 512 mg (63%) of the title compound as a white solid. 1H NMR (400 MHz, CDCl3) δ ... Yields the product Cl, Cc1nnc(-c2ccc3ncnc(Nc4ccc5c(cnn5Cc5ccccc5F)c4)c3c2)o1. Starting materials: Cc1nnc(-c2ccc3ncnc(Cl)c3c2)o1, Nc1ccc2c(cnn2Cc2ccccc2F)c1. Reaction SMILES: [Cl:19][c:20]1[n:21][cH:22][n:23][c:24]2[cH:25][cH:26][c:27](-[c:30]3[o:31][c:32]([CH3:35])[n:33][n:34]3)[cH:28][c:29]12.[F:1][c:2]1[c:3]([CH2:4][n:5]2[n:6][cH:7][c:8]3[cH:9][c:10]([NH2:14])[cH:11][cH:12][c:13]23)[cH:15][cH:16][cH:17][cH:18]1>>[ClH:19].[F:1][c:2]1[c:3]([CH2:4][n:5]2[n:6][cH:7][c:8]3[cH:9][c:10]([NH:14][c:20]4[n:21][cH:22][n:23][c:24]5[cH:25][cH:26][c:27](-[c:30]6[o:31][c:32]([CH3:35])[n:33][n:34]6)[cH:28][c:29]45)[cH:11][cH:12][c:13]23)[cH:15][cH:16][cH:17][cH:18]1.